From a dataset of the Open Reaction Database (ORD), a public repository of structured organic reaction records. describe an organic reaction: reactants, conditions, products, and yield The reactants are C[O-], CO, [Cl-], ClCCl, [Na+], CC(C)CN(C)c1cc2c(cc1C(F)(F)F)NC(=O)CC(c1cccc(-c3ccnc(CO)c3)c1)=N2, O=S(Cl)Cl. Yields the product COCc1cc(-c2cccc(C3=Nc4cc(N(C)CC(C)C)c(C(F)(F)F)cc4NC(=O)C3)c2)ccn1. RXN SMILES: [CH3:42][O-:43].[CH3:48][OH:49].[Cl-:41].[Cl:45][CH2:46][Cl:47].[Na+:44].[OH:1][CH2:2][c:3]1[n:4][cH:5][cH:6][c:7](-[c:9]2[cH:10][c:11]([C:15]3=[N:16][c:17]4[c:18]([cH:23][c:24]([C:33]([F:34])([F:35])[F:36])[c:25]([N:27]([CH3:28])[CH2:29][CH:30]([CH3:31])[CH3:32])[cH:26]4)[NH:19][C:20](=[O:22])[CH2:21]3)[cH:12][cH:13][cH:14]2)[cH:8]1.[S:37]([Cl:38])([Cl:39])=[O:40]>>[O:1]([CH2:2][c:3]1[n:4][cH:5][cH:6][c:7](-[c:9]2[cH:10][c:11]([C:15]3=[N:16][c:17]4[c:18]([cH:23][c:24]([C:33]([F:34])([F:35])[F:36])[c:25]([N:27]([CH3:28])[CH2:29][CH:30]([CH3:31])[CH3:32])[cH:26]4)[NH:19][C:20](=[O:22])[CH2:21]3)[cH:12][cH:13][cH:14]2)[cH:8]1)[CH3:42]. Starting materials: C(CC)S(=O)(=O)N1CCC(CC1)C1OC2=C(C1)C=C(C=C2)C2=CCN(CC2)C(=O)OC(C)(C)C (tert-Butyl 4-(2-(1-(propylsulfonyl)piperidin-4-yl)-2,3-dihydrobenzofuran-5-yl)-5,6-dihydropyridine-1(2H)-carboxylate), C(=O)(C(F)(F)F)O (TFA), FC1=CC(=CC=2CC(OC21)C2(CCN(CC2)C2=NC=C(C=N2)CCC)O)C=2CCNCC2 (4-(7-Fluoro-5-(1,2,3,6-tetrahydropyridin-4-yl)-2,3-dihydrobenzofuran-2-yl)-1-(5-propylpyrimidin-2-yl)piperidin-4-ol). Product: C(CC)S(=O)(=O)N1CCC(CC1)C1OC2=C(C1)C=C(C=C2)C=2CCNCC2 (4-(2-(1-(Propylsulfonyl)piperidin-4-yl)-2,3-dihydrobenzofuran-5-yl)-1,2,3,6-tetrahydropyridine). Reaction SMILES: [CH2:1]([S:4]([N:7]1[CH2:12][CH2:11][CH:10]([CH:13]2[CH2:17][C:16]3[CH:18]=[C:19]([C:22]4[CH2:27][CH2:26][N:25](C(OC(C)(C)C)=O)[CH2:24][CH:23]=4)[CH:20]=[CH:21][C:15]=3[O:14]2)[CH2:9][CH2:8]1)(=[O:6])=[O:5])[CH2:2][CH3:3].C(O)(C(F)(F)F)=O.FC1C2OC(C3(O)CCN(C4N=CC(CCC)=CN=4)CC3)CC=2C=C(C2CCNCC=2)C=1>>[CH2:1]([S:4]([N:7]1[CH2:12][CH2:11][CH:10]([CH:13]2[CH2:17][C:16]3[CH:18]=[C:19]([C:22]4[CH2:27][CH2:26][NH:25][CH2:24][CH:23]=4)[CH:20]=[CH:21][C:15]=3[O:14]2)[CH2:9][CH2:8]1)(=[O:6])=[O:5])[CH2:2][CH3:3]. Procedure: Compound 10C was prepared from Compound 10B and TFA in a similar manner to the procedure described for Compound 1J in Example 1. Reactants: Cl.C(C)OC(=O)[C@H](CCC1CCCCC1)N[C@H]1CSC2=C(N(C1=O)CC(=O)O)C=CC=C2 (3(R)-[1(S)-ethoxycarbonyl-3-cyclohexylpropyl]amino-4-oxo-2,3,4,5-tetrahydro-1,5-benzothiazepine-5-acetic acid hydrochloride), [OH-].[Na+] (sodium hydroxide). Run in CO (methanol). Conditions: time 2 hour. The product is C(=O)(O)[C@H](CCC1CCCCC1)N[C@H]1CSC2=C(N(C1=O)CC(=O)O)C=CC=C2 (3(R)-[1(S)-carboxy-3-cyclohexylpropyl]amino-4-oxo-2,3,4,5-tetrahydro-1,5-benzothiazepine-5-acetic acid). The yield is 77.3%. Reaction SMILES: Cl.C([O:4][C:5]([C@@H:7]([NH:16][C@@H:17]1[C:23](=[O:24])[N:22]([CH2:25][C:26]([OH:28])=[O:27])[C:21]2[CH:29]=[CH:30][CH:31]=[CH:32][C:20]=2[S:19][CH2:18]1)[CH2:8][CH2:9][CH:10]1[CH2:15][CH2:14][CH2:13][CH2:12][CH2:11]1)=[O:6])C.[OH-].[Na+]>CO>[C:5]([C@@H:7]([NH:16][C@@H:17]1[C:23](=[O:24])[N:22]([CH2:25][C:26]([OH:28])=[O:27])[C:21]2[CH:29]=[CH:30][CH:31]=[CH:32][C:20]=2[S:19][CH2:18]1)[CH2:8][CH2:9][CH:10]1[CH2:15][CH2:14][CH2:13][CH2:12][CH2:11]1)([OH:6])=[O:4] |f:0.1,2.3|. Procedure details: In 2 ml of methanol are dissolved 0.1 g of 3(R)-[1(S)-ethoxycarbonyl-3-cyclohexylpropyl]amino-4-oxo-2,3,4,5-tetrahydro-1,5-benzothiazepine-5-acetic acid hydrochloride and 1.5 ml of 1N aqueous sodium hydroxide. The solution is allowed to stand at room temperature for 2 hours, concentrated to about 1 ml at a temperature of not higher than 40° C. under reduced pressure, and acidified slightly with 1N hydrochloric acid to give 0.067 g of 3(R)-[1(S)-carboxy-3-cyclohexylpropyl]amino-4-oxo-2,3,4,5-tetr... Starting materials: OC1=CC=C(C=C1)SCCN (2-(p-hydroxyphenylthio)ethylamine), C(CCCCCCCCCCCCCCCCC)N=C=O (n-octadecyl isocyanate). The solvent is C(C)C(=O)C (methyl ethyl ketone). Run at temperature 60 celsius. The product is OC1=CC=C(C=C1)SCCNC(=O)NCCCCCCCCCCCCCCCCCC (N-[2-(p-hydroxyphenylthio)ethyl]-N'-n-octadecylurea). Isolated yield 114.3%. Reaction SMILES: [OH:1][C:2]1[CH:7]=[CH:6][C:5]([S:8][CH2:9][CH2:10][NH2:11])=[CH:4][CH:3]=1.[CH2:12]([N:30]=[C:31]=[O:32])[CH2:13][CH2:14][CH2:15][CH2:16][CH2:17][CH2:18][CH2:19][CH2:20][CH2:21][CH2:22][CH2:23][CH2:24][CH2:25][CH2:26][CH2:27][CH2:28][CH3:29]>C(C(C)=O)C>[OH:1][C:2]1[CH:3]=[CH:4][C:5]([S:8][CH2:9][CH2:10][NH:11][C:31]([NH:30][CH2:12][CH2:13][CH2:14][CH2:15][CH2:16][CH2:17][CH2:18][CH2:19][CH2:20][CH2:21][CH2:22][CH2:23][CH2:24][CH2:25][CH2:26][CH2:27][CH2:28][CH3:29])=[O:32])=[CH:6][CH:7]=1. Procedure: Into a 200-ml flask equipped with a stirrer and a condenser were charged 10.0 g of 2-(p-hydroxyphenylthio)ethylamine and 120 ml of methyl ethyl ketone, and stirred with heating at 60° C. in a nitrogen stream. Into the resulting solution was slowly dropped 15.3 g of n-octadecyl isocyanate, upon which white crystals were immediately precipiated. The reaction temperature was raised to 90° C. and stirring was continued with heating for 1 hour. The reaction mixture was cooled to room temperature, aft... Starting materials: NCCNC1=CC=CC=N1 (6-[(2-aminoethyl)amino]pyridine), ClC1=C(C=CC(=C1)Cl)C1=NC(=NC=C1C=1NC=CN1)NCCNC1=NC=C(C=C1)[N+](=O)[O-] ([4-(2,4-dichlorophenyl)-5-imidazol-2-ylpyrimidin-2-yl]{2-[(5-nitro(2-pyridyl))amino]ethyl}amine). Solvent: N1=CC=CC=C1 (pyridine). Yields the product NCCNC1=NC=C(C=C1)[N+](=O)[O-] (2-(2-aminoethylamino)-5-nitropyridine). As a reaction SMILES: NCCNC1N=CC=CC=1.ClC1C=C(Cl)C=CC=1C1C(C2NC=CN=2)=CN=C([NH:30][CH2:31][CH2:32][NH:33][C:34]2[CH:39]=[CH:38][C:37]([N+:40]([O-:42])=[O:41])=[CH:36][N:35]=2)N=1>N1C=CC=CC=1>[NH2:30][CH2:31][CH2:32][NH:33][C:34]1[CH:39]=[CH:38][C:37]([N+:40]([O-:42])=[O:41])=[CH:36][N:35]=1. Procedure details: The preparation of the material 6-[(2-aminoethyl)amino]pyridine with various substitutents on the pyridine can be found in the precedures for the preparation of [4-(2,4-dichlorophenyl)-5-imidazol-2-ylpyrimidin-2-yl]{2-[(5-nitro(2-pyridyl))amino]ethyl}amine, Example 74, and its analogues. Reaction SMILES: [CH2:26]1[O:27][CH2:28][CH2:29][CH2:30]1.[Cl:11][c:12]1[c:13]([S:22](=[O:23])(=[O:24])[Cl:25])[cH:14][cH:15][c:16]([C:18]([F:19])([F:20])[F:21])[cH:17]1.[NH2:1][c:2]1[cH:3][c:4]([Cl:10])[c:5]([OH:9])[c:6]([Cl:8])[cH:7]1>>[NH:1]([c:2]1[cH:3][c:4]([Cl:10])[c:5]([OH:9])[c:6]([Cl:8])[cH:7]1)[S:22]([c:13]1[c:12]([Cl:11])[cH:17][c:16]([C:18]([F:19])([F:20])[F:21])[cH:15][cH:14]1)(=[O:23])=[O:24]. Product: O=S(=O)(Nc1cc(Cl)c(O)c(Cl)c1)c1ccc(C(F)(F)F)cc1Cl. Starting materials: C1CCOC1, O=S(=O)(Cl)c1ccc(C(F)(F)F)cc1Cl, Nc1cc(Cl)c(O)c(Cl)c1. Reactants: Cl (HCl), C(C)(C)(C)OC(=O)C1=NC=C(C(=O)OC)C=C1 (methyl 6-tert-butoxycarbonylnicotinate), [OH-].[Na+] (NaOH). The reagents and catalysts are C[C@@H]1OC[C@@H]2[C@@H](O1)[C@@H]([C@H]([C@@H](O2)OC3[C@H]4COC(=O)[C@@H]4[C@@H](C5=CC6=C(C=C35)OCO6)C7=CC(=C(C(=C7)OC)O)OC)O)O.C1CN(P(=O)(OC1)NCCCl)CCCl.[NH2-].[NH2-].Cl[Pt+2]Cl (ice-1). Run in C1CCOC1 (THF). The product is C(C)(C)(C)OC(=O)C1=NC=C(C(=O)O)C=C1 (6-tert-butoxycarbonylnicotinic acid). Isolated yield 75.3%. Reaction SMILES: [C:1]([O:5][C:6]([C:8]1[CH:17]=[CH:16][C:11]([C:12]([O:14]C)=[O:13])=[CH:10][N:9]=1)=[O:7])([CH3:4])([CH3:3])[CH3:2].[OH-].[Na+].Cl>C1COCC1.C[C@H]1O[C@H]2[C@H](O)[C@@H](O)[C@H](OC3C4C(=CC5OCOC=5C=4)[C@@H](C4C=C(OC)C(O)=C(OC)C=4)[C@@H]4[C@@H]3COC4=O)O[C@@H]2CO1.C1COP(NCCCl)(=O)N(CCCl)C1.[NH2-].[NH2-].Cl[Pt+2]Cl>[C:1]([O:5][C:6]([C:8]1[CH:17]=[CH:16][C:11]([C:12]([OH:14])=[O:13])=[CH:10][N:9]=1)=[O:7])([CH3:4])([CH3:2])[CH3:3] |f:1.2,5.6.7.8.9|. Procedure details: A mixture of methyl 6-tert-butoxycarbonylnicotinate (1.2 g, 5.06 mmol) in THF (15 ml) and 0.25 N NaOH (40 ml, 10 mol) at an ambient temperature for 0.5 hr. The mixture was poured into ice-1 N HCl (10 ml). The solid was collected, washed with water and air-dried. The crude solid was recrystallized from CHCl3-EtOH-IPE to afford 6-tert-butoxycarbonylnicotinic acid (850 mg, 76%) as needles. IR (KBr) n3095, 1728, 1705 cm−1; 1H-NMR (DMAO-d6) δ 1.63 (s, 9 H), 8.09 (m, 1 H), 8.17 (m, 1 H), 8.42 (dt, J=2...